Dataset: the Open Reaction Database (ORD), a public repository of structured organic reaction records. Task: describe an organic reaction: reactants, conditions, products, and yield The reactants are CO (CH3OH), [N+](=O)([O-])C=1C=NC=CC1C1=C(C=CC=C1)C (3-nitro-4-o-tolyl-pyridine). The reagents and catalysts are [Zn] (Zinc). The solvent is CCOC(=O)C (EtOAc), CCOC(=O)C (EtOAc), C(C)(=O)O (acetic acid). Conditions: temperature 70 celsius. Product: C1(=C(C=CC=C1)C1=C(C=NC=C1)N)C (4-o-tolyl-pyridin-3-ylamine). Reaction SMILES: [N+:1]([C:4]1[CH:5]=[N:6][CH:7]=[CH:8][C:9]=1[C:10]1[CH:15]=[CH:14][CH:13]=[CH:12][C:11]=1[CH3:16])([O-])=O.CO>C(O)(=O)C.CCOC(C)=O.[Zn]>[C:11]1([CH3:16])[CH:12]=[CH:13][CH:14]=[CH:15][C:10]=1[C:9]1[CH:8]=[CH:7][N:6]=[CH:5][C:4]=1[NH2:1]. Procedure: Zinc dust (3.0 g, 46 mmol) was added to 3-nitro-4-o-tolyl-pyridine (1.35 g, 6.3 mmol) in acetic acid (32 mL). The reaction mixture was heated to 70° C. for 90 min. After cooling to room temperature, solids were removed from the reaction mixture by filtration. Evaporation of volatiles in vacuo gave a solid that was triturated with toluene. Removal of solids by filtration followed by evaporation of volatiles in vacuo gave a heavy oil. The product 4-o-tolyl-pyridin-3-ylamine was isolated by flash c... The reactants are C(C=C)(=O)OCCCCOC1=C(C=CC(=O)O)C=CC(=C1OCCCCOC(C=C)=O)OCCCCOC(C=C)=O (2,3,4-tri(4-acryloyloxy-butyloxy)cinnamic acid), S(=O)(Cl)Cl (thionyl chloride), C1(=CC=CC=C1)C (toluene). The reagents and catalysts are CN(C=O)C (dimethylformamide). Run in O (water). Conditions: temperature 40 celsius, time 30 minute. Yields the product C(C=C)(=O)OCCCCOC1=C(C=CC(=O)OC2=CC=C(C=C2)C2=CC=C(C=C2)OC(C=CC2=C(C(=C(C=C2)OCCCCOC(C=C)=O)OCCCCOC(C=C)=O)OCCCCOC(C=C)=O)=O)C=CC(=C1OCCCCOC(C=C)=O)OCCCCOC(C=C)=O (4,4′-di(2,3,4-tri(4-acryloyloxybutyloxy)-cinnamoyloxy)biphenyl). Isolated yield 85.0%. As a reaction SMILES: [C:1]([O:5][CH2:6][CH2:7][CH2:8][CH2:9][O:10][C:11]1[C:21]([O:22][CH2:23][CH2:24][CH2:25][CH2:26][O:27][C:28](=[O:31])[CH:29]=[CH2:30])=[C:20]([O:32][CH2:33][CH2:34][CH2:35][CH2:36][O:37][C:38](=[O:41])[CH:39]=[CH2:40])[CH:19]=[CH:18][C:12]=1[CH:13]=[CH:14][C:15]([OH:17])=[O:16])(=[O:4])[CH:2]=[CH2:3].S(Cl)(Cl)=O.[C:46]1([CH3:52])[CH:51]=[CH:50][CH:49]=[CH:48][CH:47]=1>CN(C)C=O.O>[C:1]([O:5][CH2:6][CH2:7][CH2:8][CH2:9][O:10][C:11]1[C:21]([O:22][CH2:23][CH2:24][CH2:25][CH2:26][O:27][C:28](=[O:31])[CH:29]=[CH2:30])=[C:20]([O:32][CH2:33][CH2:34][CH2:35][CH2:36][O:37][C:38](=[O:41])[CH:39]=[CH2:40])[CH:19]=[CH:18][C:12]=1[CH:13]=[CH:14][C:15]([O:17][C:49]1[CH:50]=[CH:51][C:46]([C:52]2[CH:20]=[CH:21][C:11]([O:16][C:15](=[O:17])[CH:14]=[CH:13][C:12]3[CH:18]=[CH:19][C:20]([O:32][CH2:33][CH2:34][CH2:35][CH2:36][O:37][C:38](=[O:41])[CH:39]=[CH2:40])=[C:21]([O:22][CH2:23][CH2:24][CH2:25][CH2:26][O:27][C:28](=[O:31])[CH:29]=[CH2:30])[C:11]=3[O:10][CH2:9][CH2:8][CH2:7][CH2:6][O:5][C:1](=[O:4])[CH:2]=[CH2:3])=[CH:12][CH:13]=2)=[CH:47][CH:48]=1)=[O:16])(=[O:4])[CH:2]=[CH2:3]. Procedure details: Into a three-neck flask, 2,3,4-tri(4-acryloyloxy-butyloxy)cinnamic acid (10.0 g), thionyl chloride (6.1 g), dimethylformamide (0.01 g) and 30 mL of toluene were added and stirred at 40° C. for 30 minutes. After cooling, toluene and excess thionyl chloride were removed by distillation and then 100 ml of tetrahydrofuran was added. To this reaction solution, 4,4′-dihydroxybiphenyl (1.6 g) was added and after cooling to 5° C., triethylamine (2.8 mL) was added dropwise. Subsequently, 4-dimethylaminop... Starting materials: BrB(Br)Br, COc1ccc2nc(-c3cccc([N+](=O)[O-])c3)[nH]c(=O)c2c1, ClCCl, N#N, [Na+], O=C([O-])O. Product: O=c1[nH]c(-c2cccc([N+](=O)[O-])c2)nc2ccc(O)cc12. As a reaction SMILES: [B:25]([Br:26])([Br:27])[Br:28].[CH3:1][O:2][c:3]1[cH:4][c:5]2[c:6](=[O:22])[nH:7][c:8](-[c:13]3[cH:14][c:15]([N+:19](=[O:20])[O-:21])[cH:16][cH:17][cH:18]3)[n:9][c:10]2[cH:11][cH:12]1.[Cl:34][CH2:35][Cl:36].[N:23]#[N:24].[Na+:33].[O-:29][C:30]([OH:31])=[O:32]>>[OH:2][c:3]1[cH:4][c:5]2[c:6](=[O:22])[nH:7][c:8](-[c:13]3[cH:14][c:15]([N+:19](=[O:20])[O-:21])[cH:16][cH:17][cH:18]3)[n:9][c:10]2[cH:11][cH:12]1. The yield is 64.9%. RXN SMILES: [CH:1]1([N:4]2[C:13]3[C:8](=[CH:9][C:10]([F:19])=[C:11]([F:18])[C:12]=3[O:14]C(C)C)[C:7](=[O:20])[C:6]([C:21]([O:23][CH2:24][CH3:25])=[O:22])=[CH:5]2)[CH2:3][CH2:2]1.[N+:26]([O-])([O-:28])=[O:27].[K+]>OS(O)(=O)=O>[CH:1]1([N:4]2[C:13]3[C:8](=[C:9]([N+:26]([O-:28])=[O:27])[C:10]([F:19])=[C:11]([F:18])[C:12]=3[OH:14])[C:7](=[O:20])[C:6]([C:21]([O:23][CH2:24][CH3:25])=[O:22])=[CH:5]2)[CH2:3][CH2:2]1 |f:1.2|. Yields the product C1(CC1)N1C=C(C(C2=C(C(=C(C(=C12)O)F)F)[N+](=O)[O-])=O)C(=O)OCC (ethyl 1-cyclopropyl-6,7-difluoro-1,4-dihydro-8-hydroxy-5-nitro-4-oxoquinoline-3-carboxylate). The solvent is OS(=O)(=O)O (H2SO4). Procedure: A solution of ethyl 1-cyclopropyl-6,7-difluoro-1,4-dihydro-8-isopropoxy-4-oxoquinoline-3-carboxylate (600 mg, 1.71 mmol) in concentrated H2SO4 (5 mL) was treated portion wise with solid KNO3 (242 mg, 2.39 mmol) at 0° C. After stirred at 0° C. for 30 min and at room temperature for 1 h, the reaction mixture was poured into ice-water and the resulting precipitate was collected by filtration, washed with water and dried to yield ethyl 1-cyclopropyl-6,7-difluoro-1,4-dihydro-8-hydroxy-5-nitro-4-oxoqu... Starting materials: C1(CC1)N1C=C(C(C2=CC(=C(C(=C12)OC(C)C)F)F)=O)C(=O)OCC (ethyl 1-cyclopropyl-6,7-difluoro-1,4-dihydro-8-isopropoxy-4-oxoquinoline-3-carboxylate), [N+](=O)([O-])[O-].[K+] (KNO3), ice water. Reaction conditions: temperature 0 celsius, time 1 hour. Yields the product C(C)(C)(C)OC(=O)NC=1SC=C(C1C(=O)O)CC(C)C (2-t-butoxycarbonylamino-4-isobutylthiophene-3-carboxylic acid). Procedure details: A solution of crude ethyl 2-t-butoxycarbonylamino-4-isobutylthiophene-3-carboxylate and ethyl 2-bis(t-butoxycarbonyl)amino-4-isobutylthiophene-3-carboxylate in methanol (1200 ml) was stirred and a solution of potassium hydroxide (44.8 g, 800 mmol) in water (450 ml) was added. The mixture was heated at 80° C. for 6h and left at room temperature over night. The reaction mixture was diluted with water and the pH adjusted to pH 4-5 with glacial acetic acid under cooling on ice. The product was extra... RXN SMILES: [C:1]([O:5][C:6]([NH:8][C:9]1[S:10][CH:11]=[C:12]([CH2:19][CH:20]([CH3:22])[CH3:21])[C:13]=1[C:14]([O:16]CC)=[O:15])=[O:7])([CH3:4])([CH3:3])[CH3:2].C(OC(N(C(OC(C)(C)C)=O)C1SC=C(CC(C)C)C=1C(OCC)=O)=O)(C)(C)C.[OH-].[K+].C(O)(=O)C>CO.O>[C:1]([O:5][C:6]([NH:8][C:9]1[S:10][CH:11]=[C:12]([CH2:19][CH:20]([CH3:22])[CH3:21])[C:13]=1[C:14]([OH:16])=[O:15])=[O:7])([CH3:4])([CH3:3])[CH3:2] |f:2.3|. The reactants are [OH-].[K+] (potassium hydroxide), 6h, C(C)(=O)O (acetic acid), C(C)(C)(C)OC(=O)NC=1SC=C(C1C(=O)OCC)CC(C)C (ethyl 2-t-butoxycarbonylamino-4-isobutylthiophene-3-carboxylate), C(C)(C)(C)OC(=O)N(C=1SC=C(C1C(=O)OCC)CC(C)C)C(=O)OC(C)(C)C (ethyl 2-bis(t-butoxycarbonyl)amino-4-isobutylthiophene-3-carboxylate). Run in O (water), O (water), CO (methanol). The reactants are COC(=O)CBr, CC#N, CCN(C(C)C)C(C)C, COc1cc(CCNCc2ccccc2)ccc1OCc1cccc(F)c1. The product is COC(=O)CN(CCc1ccc(OCc2cccc(F)c2)c(OC)c1)Cc1ccccc1. As a reaction SMILES: [CH3:37][O:38][C:39]([CH2:40][Br:41])=[O:42].[CH3:43][C:44]#[N:45].[CH:28]([N:29]([CH:30]([CH3:31])[CH3:32])[CH2:33][CH3:34])([CH3:35])[CH3:36].[F:1][c:2]1[cH:3][c:4]([CH2:5][O:6][c:7]2[c:8]([O:23][CH3:24])[cH:9][c:10]([CH2:13][CH2:14][NH:15][CH2:16][c:17]3[cH:18][cH:19][cH:20][cH:21][cH:22]3)[cH:11][cH:12]2)[cH:25][cH:26][cH:27]1>>[F:1][c:2]1[cH:3][c:4]([CH2:5][O:6][c:7]2[c:8]([O:23][CH3:24])[cH:9][c:10]([CH2:13][CH2:14][N:15]([CH2:16][c:17]3[cH:18][cH:19][cH:20][cH:21][cH:22]3)[CH2:40][C:39]([O:38][CH3:37])=[O:42])[cH:11][cH:12]2)[cH:25][cH:26][cH:27]1. Reactants: O=C([O-])[O-], Cl, CS(=O)(=O)c1ccc(N)cc1F, O=N[O-], [Na+], [Na+], [Na+], [Na+], [Na+], [Na+], [OH-], O, O=S([O-])[O-]. The product is CS(=O)(=O)c1ccc(NN)cc1F. Reaction SMILES: [C:23](=[O:24])([O-:25])[O-:26].[ClH:29].[F:1][c:2]1[cH:3][c:4]([NH2:5])[cH:6][cH:7][c:8]1[S:9](=[O:10])(=[O:11])[CH3:12].[N:13]([O-:14])=[O:15].[Na+:16].[Na+:21].[Na+:22].[Na+:27].[Na+:28].[Na+:32].[OH-:31].[OH2:30].[S:17]([O-:18])([O-:19])=[O:20]>>[F:1][c:2]1[cH:3][c:4]([NH:5][NH2:13])[cH:6][cH:7][c:8]1[S:9](=[O:10])(=[O:11])[CH3:12]. Run at temperature 60 celsius, time 1 hour. Run in O (water). Product: [N+](=O)([O-])C1=CC(=C(C=C1)N1C[C@@H](N([C@@H](C1)C)CC(=O)OCC)C)C#N (ethyl cis-4-(4-nitro-2-cyanophenyl)-2,6-dimethylpiperazin-1-ylacetate). The yield is 86.8%. Procedure: Then, cis-2-(3,5-dimethylpiperazin-1-yl)-5-nitrobenzonitrile (14.3 g), potassium carbonate (4.9 g) and ethyl bromoacetate (6 g) were added to dimethylformamide (35 ml), and the mixture was stirred at 60° C. for 1 h. The reaction mixture was added to water and extracted with ethyl acetate. The organic layer was washed with saturated brine and dried over anhydrous sodium sulfate, after which the solvent was evaporated under reduced pressure. The residue was purified by silica gel column chromatogr... The reactants are C[C@@H]1CN(C[C@@H](N1)C)C1=C(C#N)C=C(C=C1)[N+](=O)[O-] (cis-2-(3,5-dimethylpiperazin-1-yl)-5-nitrobenzonitrile), C([O-])([O-])=O.[K+].[K+] (potassium carbonate), BrCC(=O)OCC (ethyl bromoacetate), CN(C=O)C (dimethylformamide). As a reaction SMILES: [CH3:1][C@H:2]1[NH:7][C@@H:6]([CH3:8])[CH2:5][N:4]([C:9]2[CH:16]=[CH:15][C:14]([N+:17]([O-:19])=[O:18])=[CH:13][C:10]=2[C:11]#[N:12])[CH2:3]1.C(=O)([O-])[O-].[K+].[K+].Br[CH2:27][C:28]([O:30][CH2:31][CH3:32])=[O:29].CN(C)C=O>O>[N+:17]([C:14]1[CH:15]=[CH:16][C:9]([N:4]2[CH2:3][C@@H:2]([CH3:1])[N:7]([CH2:27][C:28]([O:30][CH2:31][CH3:32])=[O:29])[C@@H:6]([CH3:8])[CH2:5]2)=[C:10]([C:11]#[N:12])[CH:13]=1)([O-:19])=[O:18] |f:1.2.3|. Reactants: COc1cc(Br)c(O)cc1OCc1ccccc1, CI, [H-], [Na+], O. Yields the product COc1cc(OCc2ccccc2)c(OC)cc1Br. As a reaction SMILES: [CH2:1]([c:2]1[cH:3][cH:4][cH:5][cH:6][cH:7]1)[O:8][c:9]1[c:10]([O:17][CH3:18])[cH:11][c:12]([Br:16])[c:13]([OH:15])[cH:14]1.[CH3:21][I:22].[H-:20].[Na+:19].[OH2:23]>>[CH2:1]([c:2]1[cH:3][cH:4][cH:5][cH:6][cH:7]1)[O:8][c:9]1[c:10]([O:17][CH3:18])[cH:11][c:12]([Br:16])[c:13]([O:15][CH3:21])[cH:14]1. Starting materials: Cl (hydrochloric acid), C1(=CC=CC=C1)C1=C(C=NO1)C=O (5-phenylisoxazole-4-carbaldehyde), C(C)OP(=O)(OCC)CC(=O)OCC (ethyl diethylphosphonoacetate), [H-].[Na+] (sodium hydride). The solvent is CN(C=O)C (N,N-dimethylformamide). Reaction conditions: time 3 hour. Yields the product C1(=CC=CC=C1)C1=C(C=NO1)/C=C/C(=O)OCC (ethyl (E)-3-(5-phenyl-4-isoxazolyl)propenoate). Yield: 88.0%. RXN SMILES: [C:1]1([C:7]2[O:11][N:10]=[CH:9][C:8]=2[CH:12]=O)[CH:6]=[CH:5][CH:4]=[CH:3][CH:2]=1.C(OP([CH2:22][C:23]([O:25][CH2:26][CH3:27])=[O:24])(OCC)=O)C.[H-].[Na+].Cl>CN(C)C=O>[C:1]1([C:7]2[O:11][N:10]=[CH:9][C:8]=2/[CH:12]=[CH:22]/[C:23]([O:25][CH2:26][CH3:27])=[O:24])[CH:2]=[CH:3][CH:4]=[CH:5][CH:6]=1 |f:2.3|. Procedure: To a mixture of 5-phenylisoxazole-4-carbaldehyde (7.18 g), ethyl diethylphosphonoacetate (9.35 g) and N,N-dimethylformamide (150 ml) was added sodium hydride (60%, oil, 1.65 g) at 0° C., and the mixture was stirred at room temperature for 3 hr. The reaction mixture was poured into dilute hydrochloric acid, and the mixture was extracted with ethyl acetate. The ethyl acetate layer was washed with saturated brine, dried (MgSO4) and concentrated. The residue was subjected to silica gel column chroma...